This data is from the Open Reaction Database (ORD), a public repository of structured organic reaction records. The task is: describe an organic reaction: reactants, conditions, products, and yield Reactants: CC#CCOc1ccc(S(=O)(=O)C(CCCCN)C(=O)NO)cc1, O=C(O)c1ccccc1CCc1ccccc1. The product is CC#CCOc1ccc(S(=O)(=O)C(CCCCNC(=O)c2ccccc2CCc2ccccc2)C(=O)NO)cc1. As a reaction SMILES: [OH:1][NH:2][C:3]([CH:4]([CH2:5][CH2:6][CH2:7][CH2:8][NH2:9])[S:10](=[O:11])(=[O:12])[c:13]1[cH:14][cH:15][c:16]([O:19][CH2:20][C:21]#[C:22][CH3:23])[cH:17][cH:18]1)=[O:24].[c:25]1([CH2:34][CH2:35][c:36]2[cH:37][cH:38][cH:39][cH:40][cH:41]2)[c:26]([C:31](=[O:32])[OH:33])[cH:27][cH:28][cH:29][cH:30]1>>[OH:1][NH:2][C:3]([CH:4]([CH2:5][CH2:6][CH2:7][CH2:8][NH:9][C:31]([c:26]1[c:25]([CH2:34][CH2:35][c:36]2[cH:37][cH:38][cH:39][cH:40][cH:41]2)[cH:30][cH:29][cH:28][cH:27]1)=[O:32])[S:10](=[O:11])(=[O:12])[c:13]1[cH:14][cH:15][c:16]([O:19][CH2:20][C:21]#[C:22][CH3:23])[cH:17][cH:18]1)=[O:24]. Procedure details: 4-thioxo-1-(4-{(1S,5R)-1-[4-(trifluoromethyl)phenyl]-3-azabicyclo[3.1.0]hex-3-yl}butyl)-3,4-dihydro-2(1H)-pyrimidinone was dissolved in dioxane and then treated with a solution of 4N HCl in dioxane (500 μl) to give the title compound as a yellow oil. RXN SMILES: [S:1]=[C:2]1[CH:7]=[CH:6][N:5]([CH2:8][CH2:9][CH2:10][CH2:11][N:12]2[CH2:17][C@H:16]3[C@:14]([C:18]4[CH:23]=[CH:22][C:21]([C:24]([F:27])([F:26])[F:25])=[CH:20][CH:19]=4)([CH2:15]3)[CH2:13]2)[C:4](=[O:28])[NH:3]1.[ClH:29]>O1CCOCC1>[ClH:29].[S:1]=[C:2]1[CH:7]=[CH:6][N:5]([CH2:8][CH2:9][CH2:10][CH2:11][N:12]2[CH2:17][C@H:16]3[C@:14]([C:18]4[CH:23]=[CH:22][C:21]([C:24]([F:25])([F:26])[F:27])=[CH:20][CH:19]=4)([CH2:15]3)[CH2:13]2)[C:4](=[O:28])[NH:3]1 |f:3.4|. Product: Cl.S=C1NC(N(C=C1)CCCCN1C[C@]2(C[C@H]2C1)C1=CC=C(C=C1)C(F)(F)F)=O (4-thioxo-1-(4-{(1S,5R)-1-[4-(trifluoromethyl)phenyl]-3-azabicyclo[3.1.0]hex-3-yl}butyl)-3,4-dihydro-2(1H)-pyrimidinone hydrochloride). Starting materials: S=C1NC(N(C=C1)CCCCN1C[C@]2(C[C@H]2C1)C1=CC=C(C=C1)C(F)(F)F)=O (4-thioxo-1-(4-{(1S,5R)-1-[4-(trifluoromethyl)phenyl]-3-azabicyclo[3.1.0]hex-3-yl}butyl)-3,4-dihydro-2(1H)-pyrimidinone), Cl (HCl). Run in O1CCOCC1 (dioxane), O1CCOCC1 (dioxane). The product is NC=1C2=C(N=CN1)C(=CN2)CNC(CO)(CO)CSC (2-((4-amino-5H-pyrrolo[3,2-d]pyrimidin-7-yl)methylamino)-2-(methylthiomethyl)propane-1,3-diol). Reactants: ClCCl (dichloromethane), Cl.NN (hydrazine hydrochloride), C(C1=CC=CC=C1)OCN1C=C(C=2N=CN=C(C21)Cl)CNC(CO)(CO)CSC (2-((5-(benzyloxymethyl)-4-chloro-5H-pyrrolo[3,2-d]pyrimidin-7-yl)methylamino)-2-(methylthiomethyl)propane-1,3-diol). RXN SMILES: C(OC[N:10]1[C:18]2[C:17](Cl)=[N:16][CH:15]=[N:14][C:13]=2[C:12]([CH2:20][NH:21][C:22]([CH2:27][S:28][CH3:29])([CH2:25][OH:26])[CH2:23][OH:24])=[CH:11]1)C1C=CC=CC=1.Cl.[NH2:31]N.ClCCl>N.[Pd]>[NH2:31][C:17]1[C:18]2[NH:10][CH:11]=[C:12]([CH2:20][NH:21][C:22]([CH2:27][S:28][CH3:29])([CH2:25][OH:26])[CH2:23][OH:24])[C:13]=2[N:14]=[CH:15][N:16]=1 |f:1.2|. Yield: 36.4%. Reported procedure: To a suspension of 2-((5-(benzyloxymethyl)-4-chloro-5H-pyrrolo[3,2-d]pyrimidin-7-yl)methylamino)-2-(methylthiomethyl)propane-1,3-diol (9.0 mg, 0.037 mmol) and palladium-black (10 mg) in 7 M methanolic ammonia (2 mL) was added hydrazine hydrochloride (0.250 mL, 6.87 mmol) dropwise. After 1 h at ambient temperature the reaction was virtually complete by TLC (dichloromethane:7 M methanolic ammonia, 3:1, visualised with UV and Erlichs). The supernatant solution was filtered through a small pad of ce... Run in N (ammonia), N (ammonia). Reagents/catalysts: [Pd] (palladium-black).